From a dataset of the Open Reaction Database (ORD), a public repository of structured organic reaction records. describe an organic reaction: reactants, conditions, products, and yield The reactants are ClC(Cl)Cl, OC1CCCc2ccccc21, O=S(Cl)Cl, c1ccncc1. Product: ClC1CCCc2ccccc21. RXN SMILES: [CH:16]([Cl:17])([Cl:18])[Cl:19].[CH:1]1([OH:11])[CH2:2][CH2:3][CH2:4][c:5]2[cH:6][cH:7][cH:8][cH:9][c:10]21.[S:12]([Cl:13])([Cl:14])=[O:15].[cH:20]1[cH:21][cH:22][n:23][cH:24][cH:25]1>>[CH:1]1([Cl:14])[CH2:2][CH2:3][CH2:4][c:5]2[cH:6][cH:7][cH:8][cH:9][c:10]21. Reactants: Cl[C@@H]1C[C@H]([C@@H]([C@H]1C\C=C/CCCC(=O)OCC=C)\C=C\[C@H](CCC[C@@H](C)O)O)O ((Z)-Allyl 7-((1R,2R,3R,5R)-5-chloro-2-((3S,7R,E)-3,7-dihydroxyoct-1-enyl)-3-hydroxycyclopentyl)hept-5-enoate), [OH-].[Li+] (lithium hydroxide), CO (methanol), Cl (hydrochloric acid). Solvent: C1CCOC1 (THF). Product: Cl[C@@H]1C[C@H]([C@@H]([C@H]1C\C=C/CCCC(=O)O)\C=C\[C@H](CCC[C@@H](C)O)O)O ((Z)-7-((1R,2R,3R,5R)-5-chloro-2-((3S,7R,E)-3,7-dihydroxyoct-1-enyl)-3-hydroxycyclopentyl)hept-5-enoic Acid). Yield: 70.0%. Reaction SMILES: [Cl:1][C@H:2]1[C@H:6]([CH2:7]/[CH:8]=[CH:9]\[CH2:10][CH2:11][CH2:12][C:13]([O:15]CC=C)=[O:14])[C@@H:5](/[CH:19]=[CH:20]/[C@@H:21]([OH:28])[CH2:22][CH2:23][CH2:24][C@H:25]([OH:27])[CH3:26])[C@H:4]([OH:29])[CH2:3]1.[OH-].[Li+].CO.Cl>C1COCC1>[Cl:1][C@H:2]1[C@H:6]([CH2:7]/[CH:8]=[CH:9]\[CH2:10][CH2:11][CH2:12][C:13]([OH:15])=[O:14])[C@@H:5](/[CH:19]=[CH:20]/[C@@H:21]([OH:28])[CH2:22][CH2:23][CH2:24][C@H:25]([OH:27])[CH3:26])[C@H:4]([OH:29])[CH2:3]1 |f:1.2|. Procedure: A solution of 77 mg (0.18 mmol) of ester 9 in 1.4 mL of THF was hydrolyzed with 400 uL (0.18 mmol) of aqueous lithium hydroxide (0.5M) and 0.4 mL of methanol at 25° C. for 5 h. The mixture was acidified by addition of 200 uL of 1.0M hydrochloric acid and the residual water was removed in vacuo. The residual products were purified by FCC on 10 g of silica gel eluted with 100% EtOAc, 5% methanol:95% EtOAc, then 10% methanol:90% ethyl acetate. Isolated from appropriate fractions was 49 mg of free a... Reactants: CCCCCCCCCCCCCCCC(O)C(N)CO, CCOC(C)=O, CCCCCCC, CCCCCCCCCCCCCCC(O)C(=O)O. Yields the product CCCCCCCCCCCCCCCC(O)C(CO)NC(=O)C(O)CCCCCCCCCCCCCC. As a reaction SMILES: [CH3:20][CH2:21][CH2:22][CH2:23][CH2:24][CH2:25][CH2:26][CH2:27][CH2:28][CH2:29][CH2:30][CH2:31][CH2:32][CH2:33][CH2:34][CH:35]([OH:36])[CH:37]([NH2:38])[CH2:39][OH:40].[CH3:41][CH2:42][O:43][C:44](=[O:45])[CH3:46].[CH3:47][CH2:48][CH2:49][CH2:50][CH2:51][CH2:52][CH3:53].[OH:1][CH:2]([C:3](=[O:4])[OH:5])[CH2:6][CH2:7][CH2:8][CH2:9][CH2:10][CH2:11][CH2:12][CH2:13][CH2:14][CH2:15][CH2:16][CH2:17][CH2:18][CH3:19]>>[OH:1][CH:2]([C:3](=[O:5])[NH:38][CH:37]([CH:35]([CH2:34][CH2:33][CH2:32][CH2:31][CH2:30][CH2:29][CH2:28][CH2:27][CH2:26][CH2:25][CH2:24][CH2:23][CH2:22][CH2:21][CH3:20])[OH:36])[CH2:39][OH:40])[CH2:6][CH2:7][CH2:8][CH2:9][CH2:10][CH2:11][CH2:12][CH2:13][CH2:14][CH2:15][CH2:16][CH2:17][CH2:18][CH3:19]. Starting materials: CCCC(C#N)Oc1ccccc1COc1ccc2oc(-c3nc(C(C)(C)C)cs3)cc2c1, CS(C)=O, CO, C[O-], Cl, [Na+], NO. The product is CCCC(Oc1ccccc1COc1ccc2oc(-c3nc(C(C)(C)C)cs3)cc2c1)C(N)=NO. As a reaction SMILES: [C:7]([CH3:8])([CH3:9])([CH3:10])[c:11]1[n:12][c:13](-[c:16]2[o:17][c:18]3[c:19]([cH:20]2)[cH:21][c:22]([O:25][CH2:26][c:27]2[c:28]([O:29][CH:30]([C:31]#[N:32])[CH2:33][CH2:34][CH3:35])[cH:36][cH:37][cH:38][cH:39]2)[cH:23][cH:24]3)[s:14][cH:15]1.[CH3:40][S:41]([CH3:42])=[O:43].[CH3:44][OH:45].[CH3:4][O-:5].[ClH:1].[Na+:6].[OH:2][NH2:3]>>[OH:2][N:3]=[C:31]([CH:30]([O:29][c:28]1[c:27]([CH2:26][O:25][c:22]2[cH:21][c:19]3[c:18]([o:17][c:16](-[c:13]4[n:12][c:11]([C:7]([CH3:8])([CH3:9])[CH3:10])[cH:15][s:14]4)[cH:20]3)[cH:24][cH:23]2)[cH:39][cH:38][cH:37][cH:36]1)[CH2:33][CH2:34][CH3:35])[NH2:32].